Dataset: the Open Reaction Database (ORD), a public repository of structured organic reaction records. Task: describe an organic reaction: reactants, conditions, products, and yield Starting materials: O=C1N(CCC1(CC(=O)OC(C)(C)C)C(=C)C)CCC1=CC=CC=C1 (tert-butyl 2-oxo-1-(2-phenylethyl)-3-(propen-2-yl)-3-pyrrolidineacetate), [Li+].CC(C)[N-]C(C)C (LDA), BrCCCl (1-bromo-2-chloroethane). Solvent: C1CCOC1 (THF). Run at temperature -78 celsius, time 30 minute. The product is ClCCC(C(=O)OC(C)(C)C)C1(C(N(CC1)CCC1=CC=CC=C1)=O)C(=C)C (tert-Butyl α-(2-Chloroethyl)-2-oxo-1-(2-phenylethyl)-3-(propen-2-yl)-3-pyrrolidineacetate). RXN SMILES: [O:1]=[C:2]1[C:6]([C:15]([CH3:17])=[CH2:16])([CH2:7][C:8]([O:10][C:11]([CH3:14])([CH3:13])[CH3:12])=[O:9])[CH2:5][CH2:4][N:3]1[CH2:18][CH2:19][C:20]1[CH:25]=[CH:24][CH:23]=[CH:22][CH:21]=1.[Li+].CC([N-]C(C)C)C.Br[CH2:35][CH2:36][Cl:37]>C1COCC1>[Cl:37][CH2:36][CH2:35][CH:7]([C:6]1([C:15]([CH3:17])=[CH2:16])[CH2:5][CH2:4][N:3]([CH2:18][CH2:19][C:20]2[CH:21]=[CH:22][CH:23]=[CH:24][CH:25]=2)[C:2]1=[O:1])[C:8]([O:10][C:11]([CH3:14])([CH3:13])[CH3:12])=[O:9] |f:1.2|. Reported procedure: A cold (-78° C.) solution of tert-butyl 2-oxo-1-(2-phenylethyl)-3-(propen-2-yl)-3-pyrrolidineacetate (prepared similarly to that described in EXAMPLE 1, step 3; 5.52 g, 16.1 mmol) in dry THF (100 mL) is treated with the dropwise addition of LDA (9.66 mL, 19.3 mmol, 2.0N). The solution is stirred for 30 min, and then treated with the dropwise addition of 1-bromo-2-chloroethane (1.61 mL, 19.3 mmol). The solution is maintained at -78° C. for 5 hours and then allowed to slowly warm to room temperatu... Reactants: CC#N, CC(C)I, CCCCC=CCCC1C(O)CC(O)C1CC=CCCCC(=O)O. Yields the product CCCCC=CCCC1C(O)CC(O)C1CC=CCCCC(=O)OC(C)C. As a reaction SMILES: [CH3:29][C:30]#[N:31].[CH:25]([CH3:26])([CH3:27])[I:28].[OH:1][CH:2]1[CH:3]([CH2:4][CH:5]=[CH:6][CH2:7][CH2:8][CH2:9][C:10](=[O:11])[OH:12])[CH:13]([CH2:17][CH2:18][CH:19]=[CH:20][CH2:21][CH2:22][CH2:23][CH3:24])[CH:14]([OH:16])[CH2:15]1>>[OH:1][CH:2]1[CH:3]([CH2:4][CH:5]=[CH:6][CH2:7][CH2:8][CH2:9][C:10]([O:11][CH:25]([CH3:26])[CH3:27])=[O:12])[CH:13]([CH2:17][CH2:18][CH:19]=[CH:20][CH2:21][CH2:22][CH2:23][CH3:24])[CH:14]([OH:16])[CH2:15]1. Reactants: O=Cc1ccc(F)c(Br)c1, O=C([O-])[O-], CN1CCCN(C)C1=O, CC#N, [K+], [K+], C1CC2(CCN1)OCCO2. Product: O=Cc1ccc(N2CCC3(CC2)OCCO3)c(Br)c1. RXN SMILES: [Br:11][c:12]1[cH:13][c:14]([CH:15]=[O:16])[cH:17][cH:18][c:19]1[F:20].[C:21](=[O:22])([O-:23])[O-:24].[CH3:27][N:28]1[CH2:29][CH2:30][CH2:31][N:32]([CH3:33])[C:34]1=[O:35].[CH3:36][C:37]#[N:38].[K+:25].[K+:26].[O:1]1[CH2:2][CH2:3][O:4][C:5]12[CH2:6][CH2:7][NH:8][CH2:9][CH2:10]2>>[O:1]1[CH2:2][CH2:3][O:4][C:5]12[CH2:6][CH2:7][N:8]([c:19]1[c:12]([Br:11])[cH:13][c:14]([CH:15]=[O:16])[cH:17][cH:18]1)[CH2:9][CH2:10]2. Starting materials: CO, COC(=O)c1ccc([N+](=O)[O-])c(N)n1. The product is COC(=O)c1ccc(N)c(N)n1. RXN SMILES: [CH3:15][OH:16].[CH3:1][O:2][C:3](=[O:4])[c:5]1[n:6][c:7]([NH2:14])[c:8]([N+:11]([O-:12])=[O:13])[cH:9][cH:10]1>>[CH3:1][O:2][C:3](=[O:4])[c:5]1[n:6][c:7]([NH2:14])[c:8]([NH2:11])[cH:9][cH:10]1. The reactants are CC=1NC=CC1C(=O)OCC (2-methyl-3-carbethoxy-pyrrole), CC1OC(OC(O1)C)C (paraldehyde), C(C)(=O)OC(C)=O (acetic anhydride), O (water). Solvent: I (hydriodic acid), [PH2](=O)O (hypophosphorous acid). Conditions: time 0.5 hour. Yields the product CC=1NC(=C(C1C(=O)OCC)CC)CC (2-Methyl-4,5-diethyl-3carbethoxy-pyrrole). As a reaction SMILES: [CH3:1][C:2]1[NH:3][CH:4]=[CH:5][C:6]=1[C:7]([O:9][CH2:10][CH3:11])=[O:8].[CH3:12][CH:13]1OC(C)OC(C)O1.O.[C:22](OC(=O)C)(=O)[CH3:23]>I.[PH2](O)=O>[CH3:1][C:2]1[NH:3][C:4]([CH2:22][CH3:23])=[C:5]([CH2:12][CH3:13])[C:6]=1[C:7]([O:9][CH2:10][CH3:11])=[O:8]. Procedure details: A solution of 612 mg of 2-methyl-3-carbethoxy-pyrrole in 10 ml of hydriodic acid, 10 ml of acetic anhydride and 2 ml of hypophosphorous acid was stirred while 0.35 ml of paraldehyde was dropped in. Stirring was contined for 1/2 h and the solution was then poured into water. For analysis, the pale yellow micro crystals which separated (0.45 g, 53%, m.p. 104°-106°) were recrystallized from aqueous ethanol. Anal Calc. for C12H19NO2 : C, 68.86; H, 9.15; N, 6.67. Found: C, 68.73; H, 9.09; N, 6.85.